Dataset: the Open Reaction Database (ORD), a public repository of structured organic reaction records. Task: describe an organic reaction: reactants, conditions, products, and yield Reactants: C[Si](C)(C)C#CC1=CC=CC2=NSN=C21 (4-(Trimethylsilyl)ethynylbenzo[c][1,2,5]-thiadiazole), C(=O)([O-])[O-].[K+].[K+] (K2CO3), C1CCOC1 (THF). The solvent is CO (MeOH). Run at time 1.5 hour. Product: C(#C)C1=CC=CC2=NSN=C21 (4-Ethynylbenzo[c][1,2,5]thiadiazole). RXN SMILES: C[Si]([C:5]#[C:6][C:7]1[C:15]2[C:11](=[N:12][S:13][N:14]=2)[CH:10]=[CH:9][CH:8]=1)(C)C.C([O-])([O-])=O.[K+].[K+].C1COCC1>CO>[C:6]([C:7]1[C:15]2[C:11](=[N:12][S:13][N:14]=2)[CH:10]=[CH:9][CH:8]=1)#[CH:5] |f:1.2.3|. Reported procedure: 4-(Trimethylsilyl)ethynylbenzo[c][1,2,5]-thiadiazole (0.100 g, 4.30×10−4 mol), K2CO3 (78.6 mg, 5.71×10−4 mol), THF (3 ml), and MeOH (2 ml) were added to a 25-ml Schlenk tube. The mixture was purged with N2 for 5 min, following which the reaction was stirred at room temperature for 1.5 h. The reaction mixture was then filtered, evaporated, and chromatographed on silica gel using 5:1 hexanes:THF as the eluent. Yield=63 g (91.4% based on 0.100 g of 4-(trimethylsilyl)ethynylbenzothiadiazole). 1H NMR... Reactants: [Ag+2], O=C([O-])[O-], CN(C)C=O, CC(C)=O, ClCc1ccccc1, CS(=O)(=O)c1ccc(-c2cc(C#N)c(=O)[nH]c2-c2ccc(F)cc2)cc1. RXN SMILES: [Ag+2:48].[C:44](=[O:45])([O-:46])[O-:47].[CH3:35][N:36]([CH3:37])[CH:38]=[O:39].[CH3:40][C:41](=[O:42])[CH3:43].[Cl:27][CH2:28][c:29]1[cH:30][cH:31][cH:32][cH:33][cH:34]1.[F:1][c:2]1[cH:3][cH:4][c:5](-[c:8]2[c:9](-[c:17]3[cH:18][cH:19][c:20]([S:23](=[O:24])(=[O:25])[CH3:26])[cH:21][cH:22]3)[cH:10][c:11]([C:15]#[N:16])[c:12](=[O:14])[nH:13]2)[cH:6][cH:7]1>>[F:1][c:2]1[cH:3][cH:4][c:5](-[c:8]2[c:9](-[c:17]3[cH:18][cH:19][c:20]([S:23](=[O:24])(=[O:25])[CH3:26])[cH:21][cH:22]3)[cH:10][c:11]([C:15]#[N:16])[c:12]([O:14][CH2:28][c:29]3[cH:30][cH:31][cH:32][cH:33][cH:34]3)[n:13]2)[cH:6][cH:7]1. Yields the product CS(=O)(=O)c1ccc(-c2cc(C#N)c(OCc3ccccc3)nc2-c2ccc(F)cc2)cc1. Reactants: C1CCOC1, COC(=O)C1CN(S(=O)(=O)c2cc3ccc(Cl)cc3s2)CC(=O)N1Cc1ccc(C#N)c(N)c1, CO, O. Product: N#Cc1ccc(CN2C(=O)CN(S(=O)(=O)c3cc4ccc(Cl)cc4s3)CC2C(=O)O)cc1N. As a reaction SMILES: [CH2:35]1[O:36][CH2:37][CH2:38][CH2:39]1.[CH3:1][O:2][C:3](=[O:4])[CH:5]1[N:6]([CH2:25][c:26]2[cH:27][c:28]([NH2:34])[c:29]([C:32]#[N:33])[cH:30][cH:31]2)[C:7](=[O:24])[CH2:8][N:9]([S:11](=[O:12])(=[O:13])[c:14]2[cH:15][c:16]3[c:17]([s:18]2)[cH:19][c:20]([Cl:23])[cH:21][cH:22]3)[CH2:10]1.[CH3:40][OH:41].[OH2:42]>>[O:2]=[C:3]([OH:4])[CH:5]1[N:6]([CH2:25][c:26]2[cH:27][c:28]([NH2:34])[c:29]([C:32]#[N:33])[cH:30][cH:31]2)[C:7](=[O:24])[CH2:8][N:9]([S:11](=[O:12])(=[O:13])[c:14]2[cH:15][c:16]3[c:17]([s:18]2)[cH:19][c:20]([Cl:23])[cH:21][cH:22]3)[CH2:10]1. Reactants: C(C)(=O)O[C@@H]1CC[C@H](CC1)C1=C(C=CC=C1)[Sn](CCCC)(CCCC)CCCC (Trans-4-(tributylstannylphenyl)cyclohexyl acetate), BrC=1N=C(C2=CC=CC=C2C1)N1CCN(CC1)CC (3-bromo-1-(4-ethylpiperazin-1-yl)isoquinoline). Reagents/catalysts: C=1C=CC(=CC1)[P](C=2C=CC=CC2)(C=3C=CC=CC3)[Pd]([P](C=4C=CC=CC4)(C=5C=CC=CC5)C=6C=CC=CC6)([P](C=7C=CC=CC7)(C=8C=CC=CC8)C=9C=CC=CC9)[P](C=1C=CC=CC1)(C=1C=CC=CC1)C=1C=CC=CC1 (tetrakistriphenylphosphinepalladium(0)). Run in C=1(C(=CC=CC1)C)C (xylene), C(C)(=O)OCC (ethyl acetate). The product is C(C)N1CCN(CC1)C1=NC(=CC2=CC=CC=C12)C1=CC=C(C=C1)[C@@H]1CC[C@H](CC1)OC(C)=O (1-(4-ethylpiperazin-1-yl)-3-[4-(trans-4-acetoxycyclohexyl)phenyl]isoquinoline). Yield: 87.1%. Reaction SMILES: [C:1]([O:4][C@H:5]1[CH2:10][CH2:9][C@H:8]([C:11]2[CH:16]=[CH:15][CH:14]=[CH:13][C:12]=2[Sn](CCCC)(CCCC)CCCC)[CH2:7][CH2:6]1)(=[O:3])[CH3:2].Br[C:31]1[N:32]=[C:33]([N:41]2[CH2:46][CH2:45][N:44]([CH2:47][CH3:48])[CH2:43][CH2:42]2)[C:34]2[C:39]([CH:40]=1)=[CH:38][CH:37]=[CH:36][CH:35]=2>C1(C)C(C)=CC=CC=1.C(OCC)(=O)C.C1C=CC([P]([Pd]([P](C2C=CC=CC=2)(C2C=CC=CC=2)C2C=CC=CC=2)([P](C2C=CC=CC=2)(C2C=CC=CC=2)C2C=CC=CC=2)[P](C2C=CC=CC=2)(C2C=CC=CC=2)C2C=CC=CC=2)(C2C=CC=CC=2)C2C=CC=CC=2)=CC=1>[CH2:47]([N:44]1[CH2:43][CH2:42][N:41]([C:33]2[C:34]3[C:39](=[CH:38][CH:37]=[CH:36][CH:35]=3)[CH:40]=[C:31]([C:14]3[CH:13]=[CH:12][C:11]([C@H:8]4[CH2:7][CH2:6][C@H:5]([O:4][C:1](=[O:3])[CH3:2])[CH2:10][CH2:9]4)=[CH:16][CH:15]=3)[N:32]=2)[CH2:46][CH2:45]1)[CH3:48] |^1:66,68,87,106|. Procedure: Trans-4-(tributylstannylphenyl)cyclohexyl acetate(0.56 g) and 3-bromo-1-(4-ethylpiperazin-1-yl)isoquinoline (0.46 g) -were heated under reflux in the presence of tetrakistriphenylphosphinepalladium(0) (0.06 g) in xylene in nitrogen atmosphere overnight. After cooling, the reaction solution was diluted with ethyl acetate and filtered. The filtrate was extracted with 2N hydrochloric acid, and the resulting aqueous layer was washed with ethyl acetate. Then, it was adjusted to pH 10 by a 8N aqueous ... The reactants are C(C)(C)(C)OC(CP(=O)(OC1=CC=CC=C1)OC1=CC=CC=C1)=O ((Diphenoxy-phosphoryl)-acetic acid tert-butyl ester), BrC=1C=C(SC1Br)C=O (4,5-Dibromo-thiophene-2-carbaldehyde). Solvent: C1CCOC1 (THF), C1CCOC1 (THF), CO (MeOH). Reaction conditions: temperature -78 celsius, time 1 hour. The product is C(C)(C)(C)OC(\C=C/C=1SC(=C(C1)Br)Br)=O (cis-3-(4,5-Dibromo-thiophen-2-yl)-acrylic acid tert-butyl ester). Reaction SMILES: [C:1]([O:5][C:6](=[O:24])[CH2:7]P(OC1C=CC=CC=1)(OC1C=CC=CC=1)=O)([CH3:4])([CH3:3])[CH3:2].[Br:25][C:26]1[CH:27]=[C:28]([CH:32]=O)[S:29][C:30]=1[Br:31]>C1COCC1.CO>[C:1]([O:5][C:6](=[O:24])/[CH:7]=[CH:32]\[C:28]1[S:29][C:30]([Br:31])=[C:26]([Br:25])[CH:27]=1)([CH3:2])([CH3:3])[CH3:4]. Reported procedure: (Diphenoxy-phosphoryl)-acetic acid tert-butyl ester (8.49 g, 24.4 mmol) was dissolved in THF (519 ml) and cooled to −78° C. followed by the addition of triton B (13.3 ml, 40% by wt. in MeOH). After 15 minutes a solution of 4,5-Dibromo-thiophene-2-carbaldehyde (7.0 g, 25.9 mmol) in THF (20 ml) was added and the reaction was stirred for 1 hour. Next, the reaction mixture was quenched with sat. NH4Cl (250 ml), diluted with H2O (500 ml), and extracted with EtOAc (2×300 ml). The organic layers were w...